Dataset: the Open Reaction Database (ORD), a public repository of structured organic reaction records. Task: describe an organic reaction: reactants, conditions, products, and yield Reaction SMILES: [CH3:33][CH2:34][OH:35].[F:1][CH:2]([O:3][CH2:4][CH:5]([CH3:6])[O:7][c:8]1[cH:9][c:10]([C:11](=[O:12])[NH:13][c:14]2[n:15][cH:16][c:17]([CH3:20])[n:18][cH:19]2)[cH:21][c:22]([O:24][CH2:25][c:26]2[cH:27][cH:28][cH:29][cH:30][cH:31]2)[cH:23]1)[F:32]>>[F:1][CH:2]([O:3][CH2:4][CH:5]([CH3:6])[O:7][c:8]1[cH:9][c:10]([C:11](=[O:12])[NH:13][c:14]2[n:15][cH:16][c:17]([CH3:20])[n:18][cH:19]2)[cH:21][c:22]([OH:24])[cH:23]1)[F:32]. The reactants are CCO, Cc1cnc(NC(=O)c2cc(OCc3ccccc3)cc(OC(C)COC(F)F)c2)cn1. Yields the product Cc1cnc(NC(=O)c2cc(O)cc(OC(C)COC(F)F)c2)cn1. The reactants are COC=1C=C(C=C(C1OC)OC)C1SC(SC1)=S (4-(3,4,5-trimethoxyphenyl)-1,3-dithiolane-2-thione), IC=1C(=C(C=C(C=O)C1)OC)O (5-iodovanillin), C1(=CC=C(C=C1)S(=O)(=O)[O-])C.[NH+]1=CC=CC=C1 (pyridinium para-toluenesulfonate), C1=CC=CC=C1 (benzene). Solvent: C1=CC=CC=C1.O (benzene water). Yields the product OC1=C(C=C(C=C1I)[C@@H]1SC[C@H](S1)C1=CC(=C(C(=C1)OC)OC)OC)OC (trans 2-(4-hydroxy-5-iodo-3-methoxyphenyl)-4-(3,4,5-trimethoxyphenyl)-1,3-dithiolane). Reaction SMILES: [CH3:1][O:2][C:3]1[CH:4]=[C:5]([CH:13]2[CH2:17][S:16][C:15](=S)[S:14]2)[CH:6]=[C:7]([O:11][CH3:12])[C:8]=1[O:9][CH3:10].[I:19][C:20]1[C:21]([OH:30])=[C:22]([O:28][CH3:29])[CH:23]=[C:24]([CH:27]=1)C=O.C1(C)C=CC(S([O-])(=O)=O)=CC=1.[NH+]1C=CC=CC=1.C1C=CC=CC=1>C1C=CC=CC=1.O>[OH:30][C:21]1[C:20]([I:19])=[CH:27][C:24]([C@H:15]2[S:14][C@H:13]([C:5]3[CH:6]=[C:7]([O:11][CH3:12])[C:8]([O:9][CH3:10])=[C:3]([O:2][CH3:1])[CH:4]=3)[CH2:17][S:16]2)=[CH:23][C:22]=1[O:28][CH3:29] |f:2.3,5.6|. Procedure details: 1-(3,4,5-trimethoxyphenyl)-1,2-ethanedithiol (32) (FIG. 26) (0.500 g, 1.92 mmole), 5-iodovanillin (0.411 g, 1.48 mmole), pyridinium para-toluenesulfonate (0.193 g, 0.769 mmole) and 50 ml dry benzene were refluxed under an argon atmosphere with Dean-Stark removal of the benzene-water azeotrope for 12 hours. The benzene was removed in vacuo, and the remaining oil redissolved in dichloromethane. The organic layer was washed with 3×30 ml H2O and was dried over MgSO4, and evaporated in vacuo to an oi... Starting materials: C(CC)(=O)N1CCN(CC1)C(=O)OCC1=CC=CC=C1 (benzyl 4-propionylpiperazine-1-carboxylate), [H][H] (hydrogen). Reagents/catalysts: [Pd] (palladium on carbon). Run in C(C)O (ethanol). Run at time 3 hour. Product: N1(CCNCC1)C(CC)=O (1-(Piperazin-1-yl)propan-1-one). The yield is 93.0%. As a reaction SMILES: [C:1]([N:5]1[CH2:10][CH2:9][N:8](C(OCC2C=CC=CC=2)=O)[CH2:7][CH2:6]1)(=[O:4])[CH2:2][CH3:3].[H][H]>[Pd].C(O)C>[N:5]1([C:1](=[O:4])[CH2:2][CH3:3])[CH2:10][CH2:9][NH:8][CH2:7][CH2:6]1. Reported procedure: A Parr shaker bottle was charged with a suspension of benzyl 4-propionylpiperazine-1-carboxylate (16), 10% palladium on carbon, 50% wet (900 mg) and absolute ethanol (100 mL). The Parr bottle was filled with 20 psi of hydrogen and shook for 3 h at rt. The resulting suspension was filtered through Celite and concentrated to yield the title compound (4.31 g, 93%) as a clear, colorless oil: 1H NMR (500 MHz, CDCl3) δ 3.75-3.63 (m, 2H), 3.48-3.42 (m, 2H), 2.87-2.80 (m, 4H), 2.34 (q, J=7.5 Hz, 2H), 1.... Starting materials: ClCC1=NOC(=C1)C (3-chloromethyl-5-methylisoxazole), [H-].[Na+] (sodium hydride), [H][H] (hydrogen), C(CC(=O)OCC)(=O)OCC (diethyl malonate). Solvent: O1CCCC1 (tetrahydrofuran). Conditions: time 3 day. Product: CC1=CC(=NO1)CCC(=O)O (5-methyl-3-isoxazolepropanoic acid). Isolated yield 59.2%. Reaction SMILES: [H-].[Na+].[C:3]([O:11]CC)(=[O:10])[CH2:4][C:5](OCC)=O.[H][H].ClC[C:18]1[CH:22]=[C:21]([CH3:23])[O:20][N:19]=1>O1CCCC1>[CH3:23][C:21]1[O:20][N:19]=[C:18]([CH2:5][CH2:4][C:3]([OH:11])=[O:10])[CH:22]=1 |f:0.1|. Procedure details: To a stirred suspension of 78.5 g of sodium hydride in 1 liter of tetrahydrofuran under nitrogen was added in portions 261 g of diethyl malonate. When evolution of hydrogen had ceased, 108 g of 3-chloromethyl-5-methylisoxazole was added and the reaction mixture was heated at reflux for four hours. A portion of the tetrahydrofuran (800 ml) was distilled off and 1 liter of 5% sodium hydroxide solution was added to the remaining mixture which was then heated at reflux for three hours and allowed to... Reactants: BrC1C(C2=C(SC=C2)CC1)=O (5-Bromo-6,7-dihydro-5H-benzo[b]thiophen-4-one), [Li+].[Br-] (LiBr), Li2CO3. The solvent is CN(C)C=O (DMF). The product is S1C2=C(C=C1)C(=CC=C2)O (Benzo[b]thiophen-4-ol). Reaction SMILES: Br[CH:2]1[CH2:10][CH2:9][C:5]2[S:6][CH:7]=[CH:8][C:4]=2[C:3]1=[O:11].[Li+].[Br-]>CN(C=O)C>[S:6]1[CH:7]=[CH:8][C:4]2[C:3]([OH:11])=[CH:2][CH:10]=[CH:9][C:5]1=2 |f:1.2|. Procedure: 5-Bromo-6,7-dihydro-5H-benzo[b]thiophen-4-one (199, 77% pure, 8.7 g, 28.9 mmol), LiBr (5.7 g, 65.1 mmol) and Li2CO3 (4.3 g, 57.8 mmol) are placed under argon in 300 ml of DMF and refluxed for 3 h. The reaction mixture is allowed to cool down to room temperature and evaporated under high vacuum. After addition of ice water and cold 2M aqueous HCl solution the mixture is extracted with diethyl ether. The organic layers are extracted with 2M NaOH and the combined aqueous layers are acidified with c... Reactants: COC1=CC=C(C=C1)C=1CCC(NC1C)=O (3,4-dihydro-5-(4-methoxyphenyl)-6-methyl-2(1H)-pyridinone), [I-].[Li+] (lithium iodide). Run in N1=C(C=C(C=C1C)C)C (collidine). Product: OC1=CC=C(C=C1)C=1CCC(NC1C)=O (3,4-dihydro-5-(4-hydroxyphenyl)-6-methyl-2(1H)-pyridinone). The yield is 36.8%. Reaction SMILES: C[O:2][C:3]1[CH:8]=[CH:7][C:6]([C:9]2[CH2:10][CH2:11][C:12](=[O:16])[NH:13][C:14]=2[CH3:15])=[CH:5][CH:4]=1.[I-].[Li+]>N1C(C)=CC(C)=CC=1C>[OH:2][C:3]1[CH:4]=[CH:5][C:6]([C:9]2[CH2:10][CH2:11][C:12](=[O:16])[NH:13][C:14]=2[CH3:15])=[CH:7][CH:8]=1 |f:1.2|. Procedure details: A mixture containing 9 g of 3,4-dihydro-5-(4-methoxyphenyl)-6-methyl-2(1H)-pyridinone, 100 ml of collidine and 38 g of lithium iodide was heated under reflux for 28 hours and then concentrated to dryness on a rotary evaporator. The residue was dissolved in 100 ml of water and again concentrated to dryness on a rotary evaporator; this process was repeated twice to remove the last traces of collidine. The solid residue was dissolved in water and the aqueous solution acidified with concentrated hyd... Starting materials: C1(CCCC1)OC=1C=C(C=CC1OC)C1(CCC(CC1)=O)C#CC1=CC(=CC=C1)N (4-(3-cyclopentyloxy-4-methoxyphenyl)-4-(3-aminophenylethynyl)cyclohexan-1-one), Cl (Hydrochloric acid), C(C)(=O)OC(C)=O (acetic anhydride). The reagents and catalysts are N1=CC=CC=C1 (pyridine). Solvent: ClCCl (dichloromethane). Reaction conditions: time 2 hour. Yields the product C1(CCCC1)OC=1C=C(C=CC1OC)C1(CCC(CC1)=O)C#CC1=CC(=CC=C1)NC(C)=O (4-(3-cyclopentyloxy-4-methoxyphenyl)-4-(3-acetamidophenylethynyl)cyclohexanone). Reaction SMILES: [CH:1]1([O:6][C:7]2[CH:8]=[C:9]([C:15]3([C:22]#[C:23][C:24]4[CH:29]=[CH:28][CH:27]=[C:26]([NH2:30])[CH:25]=4)[CH2:20][CH2:19][C:18](=[O:21])[CH2:17][CH2:16]3)[CH:10]=[CH:11][C:12]=2[O:13][CH3:14])[CH2:5][CH2:4][CH2:3][CH2:2]1.[C:31](OC(=O)C)(=[O:33])[CH3:32].Cl>ClCCl.N1C=CC=CC=1>[CH:1]1([O:6][C:7]2[CH:8]=[C:9]([C:15]3([C:22]#[C:23][C:24]4[CH:29]=[CH:28][CH:27]=[C:26]([NH:30][C:31](=[O:33])[CH3:32])[CH:25]=4)[CH2:16][CH2:17][C:18](=[O:21])[CH2:19][CH2:20]3)[CH:10]=[CH:11][C:12]=2[O:13][CH3:14])[CH2:2][CH2:3][CH2:4][CH2:5]1. Procedure details: To 4-(3-cyclopentyloxy-4-methoxyphenyl)-4-(3-aminophenylethynyl)cyclohexan-1-one (0.07 g, 0.18 mmol) in dichloromethane (2 mL) under an argon atmosphere. were added pyridine (three drops) and acetic anhydride (0.05 mL, 0.53 mmol) and the reaction was stirred at room temperature for 2 h. Hydrochloric acid (1N) was added, the mixture was extracted three times with dichloromethane, the extract was dried (magnesium sulfate) and was evaporated. Purification by flash chromatography, eluting with 45:55... The reactants are FC1=CC=C(C=C1)S(=O)(=O)NCCC(=O)O (3-[4-fluoro-(benzenesulfonylamino)]-propionic acid), [Na] (sodium), Cl.C1(=CC=CC=C1)C1CCNCC1 (4-phenyl-piperidine hydrochloride), C([O-])([O-])=O.[Na+].[Na+] (sodium carbonate). The solvent is CS(=O)C (dimethyl sulfoxide). Reaction conditions: temperature 130 celsius. Yields the product C1(=CC=CC=C1)C1CCN(CC1)C1=CC=C(C=C1)S(=O)(=O)NCCC(=O)O (3-[4-(4-Phenyl-piperidin-1-yl)-benzenesulfonylamino]-propionic acid). RXN SMILES: F[C:2]1[CH:7]=[CH:6][C:5]([S:8]([NH:11][CH2:12][CH2:13][C:14]([OH:16])=[O:15])(=[O:10])=[O:9])=[CH:4][CH:3]=1.[Na].Cl.[C:19]1([CH:25]2[CH2:30][CH2:29][NH:28][CH2:27][CH2:26]2)[CH:24]=[CH:23][CH:22]=[CH:21][CH:20]=1.C(=O)([O-])[O-].[Na+].[Na+]>CS(C)=O>[C:19]1([CH:25]2[CH2:26][CH2:27][N:28]([C:2]3[CH:7]=[CH:6][C:5]([S:8]([NH:11][CH2:12][CH2:13][C:14]([OH:16])=[O:15])(=[O:10])=[O:9])=[CH:4][CH:3]=3)[CH2:29][CH2:30]2)[CH:24]=[CH:23][CH:22]=[CH:21][CH:20]=1 |f:2.3,4.5.6,^1:16|. Procedure details: A stirred mixture of 3-[4-fluoro-(benzenesulfonylamino)]-propionic acid, sodium salt (0.248 g, 0.00100 mol), 4-phenyl-piperidine hydrochloride (0.218 g, 0.00110 mol), and sodium carbonate (0.317 g, 0.00299 mol) in dry dimethyl sulfoxide (3 mL) was heated in a sand bath (130° C.) under nitrogen for 22 hours. The mixture was cooled and partitioned between ethyl acetate and 1 M hydrochloric acid. The aqueous layer was extracted with additional ethyl acetate. The organics were combined, washed with ...